Dataset: the Open Reaction Database (ORD), a public repository of structured organic reaction records. Task: describe an organic reaction: reactants, conditions, products, and yield Starting materials: [F-].[Na+] (NaF), C(=O)(OC(C)(C)C)NC=1SC(=C(N1)C(=O)OCP(=O)(OCC)OCC)Br (2-[N-Boc(amino)]-5-bromo-4-diethylphosphonomethoxycarbonylthiazole), C(CCC)[Sn](C=C)(CCCC)CCCC (tributyl(vinyl)tin). Reagents/catalysts: Cl[Pd]([P](C1=CC=CC=C1)(C2=CC=CC=C2)C3=CC=CC=C3)([P](C4=CC=CC=C4)(C5=CC=CC=C5)C6=CC=CC=C6)Cl (dichlorobis(triphenylphosphine)palladium(II)). The solvent is O (water), CN(C)C=O (DMF). Reaction conditions: temperature 60 celsius, time 2 hour. Yields the product C(=O)(OC(C)(C)C)NC=1SC(=C(N1)C(=O)OCP(=O)(OCC)OCC)C=C (2-[N-Boc(amino)]-5-vinyl-4-diethylphosphonomethoxycarbonylthiazole). As a reaction SMILES: [C:1]([NH:8][C:9]1[S:10][C:11](Br)=[C:12]([C:14]([O:16][CH2:17][P:18]([O:23][CH2:24][CH3:25])([O:20][CH2:21][CH3:22])=[O:19])=[O:15])[N:13]=1)([O:3][C:4]([CH3:7])([CH3:6])[CH3:5])=[O:2].[CH2:27]([Sn](CCCC)(CCCC)C=C)[CH2:28]CC.[F-].[Na+]>CN(C=O)C.O.Cl[Pd](Cl)([P](C1C=CC=CC=1)(C1C=CC=CC=1)C1C=CC=CC=1)[P](C1C=CC=CC=1)(C1C=CC=CC=1)C1C=CC=CC=1>[C:1]([NH:8][C:9]1[S:10][C:11]([CH:27]=[CH2:28])=[C:12]([C:14]([O:16][CH2:17][P:18]([O:23][CH2:24][CH3:25])([O:20][CH2:21][CH3:22])=[O:19])=[O:15])[N:13]=1)([O:3][C:4]([CH3:7])([CH3:6])[CH3:5])=[O:2] |f:2.3,^1:52,71|. Procedure details: A solution of 2-[N-Boc(amino)]-5-bromo-4-diethylphosphonomethoxycarbonylthiazole (1 mmole) and dichlorobis(triphenylphosphine)palladium(II) (0.1 mmole) in DMF (5 mL) was treated with tributyl(vinyl)tin (2.5 mmole) and the reaction was stirred at 60° C. for 2 h. The solvent was removed and the residue taken up in EtOAc and stirred with 2 mmol NaF in 5 ml water for 1 h. Extraction and chromatography gave 2-[N-Boc(amino)]-5-vinyl-4-diethylphosphonomethoxycarbonylthiazole as a yellow solid. Reactants: C(C)(=O)C=1C=C2CC(CC2=CC1)NC(C(F)(F)F)=O (N-(5-acetyl-2,3-dihydro-1H-inden-2-yl)-2,2,2-trifluoroacetamide), [H][H] (hydrogen). Product: C(C)C=1C=C2CC(CC2=CC1)NC(C(F)(F)F)=O (N-(5-ethyl-2,3-dihydro-1H-inden-2-yl)-2,2,2-trifluoroacetamide), ( XI ). RXN SMILES: [C:1]([C:4]1[CH:5]=[C:6]2[C:10](=[CH:11][CH:12]=1)[CH2:9][CH:8]([NH:13][C:14](=[O:19])[C:15]([F:18])([F:17])[F:16])[CH2:7]2)(=O)[CH3:2].[H][H]>>[CH2:1]([C:4]1[CH:5]=[C:6]2[C:10](=[CH:11][CH:12]=1)[CH2:9][CH:8]([NH:13][C:14](=[O:19])[C:15]([F:17])([F:16])[F:18])[CH2:7]2)[CH3:2]. Reported procedure: Preferably in Step (iii), N-(5-acetyl-2,3-dihydro-1H-inden-2-yl)-2,2,2-trifluoroacetamide is treated with hydrogen gas to form N-(5-ethyl-2,3-dihydro-1H-inden-2-yl)-2,2,2-trifluoroacetamide having Formula (XI) Starting materials: [OH-].[Na+] (NaOH), COC1=CC2=C(NC(N(CC2)C2CCNCC2)=O)C=C1 (7-methoxy-3-(piperidin-4-yl)-4,5-dihydro-1H-benzo[d][1,3]diazepin-2(3H)-one), ClC1=CC(=NC=N1)OC=1C=C(C2=C(NC(=N2)C2COCC2)C1)C (6-(6-chloropyrimidin-4-yloxy)-4-methyl-2-(tetrahydrofuran-3-yl)-1H-benzo[d]imidazole), CCN(C(C)C)C(C)C (DIPEA). Solvent: CN(C)C=O (DMF). The product is COC1=CC2=C(NC(N(CC2)C2CCN(CC2)C2=NC=NC(=C2)OC=2C=C(C3=C(NC(=N3)C3COCC3)C2)C)=O)C=C1 (7-methoxy-3-(1-(6-(4-methyl-2-(tetrahydrofuran-3-yl)-1H-benzo[d]imidazol-6-yloxy)-pyrimidin-4-yl)piperidin-4-yl)-4,5-dihydro-1H-benzo[d][1,3]diazepin-2(3H)-one). RXN SMILES: [CH3:1][O:2][C:3]1[CH:20]=[CH:19][C:6]2[NH:7][C:8](=[O:18])[N:9]([CH:12]3[CH2:17][CH2:16][NH:15][CH2:14][CH2:13]3)[CH2:10][CH2:11][C:5]=2[CH:4]=1.Cl[C:22]1[N:27]=[CH:26][N:25]=[C:24]([O:28][C:29]2[CH:30]=[C:31]([CH3:43])[C:32]3[N:36]=[C:35]([CH:37]4[CH2:41][CH2:40][O:39][CH2:38]4)[NH:34][C:33]=3[CH:42]=2)[CH:23]=1.CCN(C(C)C)C(C)C.[OH-].[Na+]>CN(C=O)C>[CH3:1][O:2][C:3]1[CH:20]=[CH:19][C:6]2[NH:7][C:8](=[O:18])[N:9]([CH:12]3[CH2:13][CH2:14][N:15]([C:22]4[CH:23]=[C:24]([O:28][C:29]5[CH:30]=[C:31]([CH3:43])[C:32]6[N:36]=[C:35]([CH:37]7[CH2:41][CH2:40][O:39][CH2:38]7)[NH:34][C:33]=6[CH:42]=5)[N:25]=[CH:26][N:27]=4)[CH2:16][CH2:17]3)[CH2:10][CH2:11][C:5]=2[CH:4]=1 |f:3.4|. Reported procedure: 28 mg (0.10 mmol) 7-methoxy-3-(piperidin-4-yl)-4,5-dihydro-1H-benzo[d][1,3]diazepin-2(3H)-one, 33 mg (0.10 mmol) 6-(6-chloropyrimidin-4-yloxy)-4-methyl-2-(tetrahydrofuran-3-yl)-1H-benzo[d]imidazole and 30 μL (0.20 mmol) DIPEA in 2.0 mL DMF were stirred at 50° C. over the weekend. The reaction mixture was purified by chromatography. The fractions containing product were combined and evaporated down i.vac. to leave the aqueous residue. This was neutralised with a 4 M aqueous NaOH solution. The pre... Starting materials: COc1cc2nccc(Oc3ccc4ccc(N)cc4c3)c2cc1OC, O=C(Cl)c1ccc(Cl)cc1, ClCCl, [K+], [K+], O=C([O-])[O-], O. Product: COc1cc2nccc(Oc3ccc4ccc(NC(=O)c5ccc(Cl)cc5)cc4c3)c2cc1OC. As a reaction SMILES: [CH3:1][O:2][c:3]1[cH:4][c:5]2[c:6]([O:15][c:16]3[cH:17][cH:18][c:19]4[cH:20][cH:21][c:22]([NH2:26])[cH:23][c:24]4[cH:25]3)[cH:7][cH:8][n:9][c:10]2[cH:11][c:12]1[O:13][CH3:14].[Cl:33][C:34](=[O:35])[c:36]1[cH:37][cH:38][c:39]([Cl:40])[cH:41][cH:42]1.[Cl:43][CH2:44][Cl:45].[K+:27].[K+:28].[O-:29][C:30]([O-:31])=[O:32].[OH2:46]>>[CH3:1][O:2][c:3]1[cH:4][c:5]2[c:6]([O:15][c:16]3[cH:17][cH:18][c:19]4[cH:20][cH:21][c:22]([NH:26][C:34](=[O:35])[c:36]5[cH:37][cH:38][c:39]([Cl:40])[cH:41][cH:42]5)[cH:23][c:24]4[cH:25]3)[cH:7][cH:8][n:9][c:10]2[cH:11][c:12]1[O:13][CH3:14].